From a dataset of the Open Reaction Database (ORD), a public repository of structured organic reaction records. describe an organic reaction: reactants, conditions, products, and yield Starting materials: C(O)([O-])=O.[Na+] (sodium hydrogencarbonate), C(#N)CC(=O)O (Cyanoacetic acid), Cl.C(C)N=C=NCCCN(C)C (1-ethyl-3-(3-dimethylaminopropyl)carbodiimide hydrochloride), NCC1=NC=CC=C1 (2-aminomethylpyridine). The solvent is ClCCl (dichloromethane). Product: C(#N)CC(=O)NCC1=NC=CC=C1 (2-Cyano-N-(2-pyridylmethyl)acetamide). Isolated yield 88.6%. As a reaction SMILES: [C:1]([CH2:3][C:4]([OH:6])=O)#[N:2].[NH2:7][CH2:8][C:9]1[CH:14]=[CH:13][CH:12]=[CH:11][N:10]=1.Cl.C(N=C=NCCCN(C)C)C.C(=O)([O-])O.[Na+]>ClCCl>[C:1]([CH2:3][C:4]([NH:7][CH2:8][C:9]1[CH:14]=[CH:13][CH:12]=[CH:11][N:10]=1)=[O:6])#[N:2] |f:2.3,4.5|. Procedure details: Cyanoacetic acid (8.51 g) was dissolved in dichloromethane (400 ml). To the solution was added 2-aminomethylpyridine (10.81 g). The mixture was stirred for a while, to which was then added 1-ethyl-3-(3-dimethylaminopropyl)carbodiimide hydrochloride (19.17 g). The mixture was stirred for 15 minutes at 25° C. To the reaction mixture was added a saturated aqueous solution of sodium hydrogencarbonate (200 ml). The mixture was shaken and left standing. The.aqueous layer was subjected to extraction wi...